From a dataset of the Open Reaction Database (ORD), a public repository of structured organic reaction records. describe an organic reaction: reactants, conditions, products, and yield The reactants are [Cl-].[Na+] (sodium chloride), CC1=NOC(=C1)C(C)O (3-methyl-5-(1-hydroxyethyl)-isoxazole), chromic anhydride, S(O)(O)(=O)=O (sulfuric acid), O (water), CC(=O)C (acetone). Yields the product CC1=NOC(=C1)OC(C)=O (3-methyl-5-acetoxy-isoxazole). The yield is 60.0%. As a reaction SMILES: [CH3:1][C:2]1[CH:6]=[C:5](C(O)C)[O:4][N:3]=1.S(=O)(=O)(O)O.[OH2:15].[Cl-].[Na+].C[C:19]([CH3:21])=[O:20]>>[CH3:1][C:2]1[CH:6]=[C:5]([O:20][C:19](=[O:15])[CH3:21])[O:4][N:3]=1 |f:3.4|. Procedure details: To a solution of 3-methyl-5-(1-hydroxyethyl)-isoxazole (47.6 g, 367 mM) in acetone (2 L) at 0° C., was added a solution of chromic anhydride (93.3 g, 933 mM), 6N aqueous sulfuric acid (186.15 mL, 1.1M) and water (186 mL) over two hours. After the reaction solution was allowed to warm to room temperature, saturated aqueous sodium chloride was added. The aqueous layer was extracted with dichloromethane (3×400 mL). The combined organic extracts were washed with saturated aqueous sodium sulfite (2×3...